Dataset: the Open Reaction Database (ORD), a public repository of structured organic reaction records. Task: describe an organic reaction: reactants, conditions, products, and yield Starting materials: C=C1CC(=O)O1, ClCCCl, Nc1ccc(Cn2ccnc2)cc1. The product is CC(=O)CC(=O)Nc1ccc(Cn2ccnc2)cc1. RXN SMILES: [CH2:14]=[C:15]1[CH2:16][C:17](=[O:19])[O:18]1.[Cl:20][CH2:21][CH2:22][Cl:23].[n:1]1([CH2:6][c:7]2[cH:8][cH:9][c:10]([NH2:13])[cH:11][cH:12]2)[cH:2][n:3][cH:4][cH:5]1>>[n:1]1([CH2:6][c:7]2[cH:8][cH:9][c:10]([NH:13][C:17]([CH2:16][C:15]([CH3:14])=[O:18])=[O:19])[cH:11][cH:12]2)[cH:2][n:3][cH:4][cH:5]1. Starting materials: C(C)(=O)OCC (Ethyl acetate), [Cl-].[NH4+] (ammonium chloride), C(C)OC(=O)C1=C(N=C(S1)C1=CC=C(C=C1)C(F)(F)F)CCCOCC1=CC=CC=C1 (4-(3-benzyloxy-propyl)-2-(4-trifluoromethyl-phenyl)-thiazole-5-carboxylic acid ethyl ester), solution, [H-].[Al+3].[Li+].[H-].[H-].[H-] (lithium aluminium hydride). Run in O1CCCC1 (tetrahydrofuran), O1CCCC1 (tetrahydrofuran). Run at time 1 hour. Yields the product C(C1=CC=CC=C1)OCCCC=1N=C(SC1CO)C1=CC=C(C=C1)C(F)(F)F ([4-(3-benzyloxy-propyl)-2-(4-trifluoromethyl-phenyl)-thiazol-5-yl]-methanol). The yield is 67.5%. As a reaction SMILES: C([O:3][C:4]([C:6]1[S:10][C:9]([C:11]2[CH:16]=[CH:15][C:14]([C:17]([F:20])([F:19])[F:18])=[CH:13][CH:12]=2)=[N:8][C:7]=1[CH2:21][CH2:22][CH2:23][O:24][CH2:25][C:26]1[CH:31]=[CH:30][CH:29]=[CH:28][CH:27]=1)=O)C.[H-].[Al+3].[Li+].[H-].[H-].[H-].C(OCC)(=O)C.[Cl-].[NH4+]>O1CCCC1>[CH2:25]([O:24][CH2:23][CH2:22][CH2:21][C:7]1[N:8]=[C:9]([C:11]2[CH:12]=[CH:13][C:14]([C:17]([F:18])([F:20])[F:19])=[CH:15][CH:16]=2)[S:10][C:6]=1[CH2:4][OH:3])[C:26]1[CH:27]=[CH:28][CH:29]=[CH:30][CH:31]=1 |f:1.2.3.4.5.6,8.9|. Procedure: To a solution of 2.76 g of 4-(3-benzyloxy-propyl)-2-(4-trifluoromethyl-phenyl)-thiazole-5-carboxylic acid ethyl ester in 50 mL of tetrahydrofuran was added 6.14 mL of a 1M solution of lithium aluminium hydride in tetrahydrofuran. The resulting mixture was stirred at room temperature for 1 h. Ethyl acetate was added followed by a saturated aqueous solution of ammonium chloride. The aqueous layer was separated and extracted three times with ethyl acetate. The combined organic extracts were washed ... Starting materials: ClCC=1C(=NC=2N(C1C1=C(C=C(C=C1)Cl)Cl)C=C(N2)C(=O)OCC)C (ethyl 6-(chloromethyl)-5-(2,4-dichlorophenyl)-7-methylimidazo[1,2-a]pyrimidine-2-carboxylate), [N-]=[N+]=[N-].[Na+] (NaN3). Solvent: CCOC(=O)C (EtOAc), CN(C)C=O (DMF). Reaction conditions: temperature 50 celsius. The product is N(=[N+]=[N-])CC=1C(=NC=2N(C1C1=C(C=C(C=C1)Cl)Cl)C=C(N2)C(=O)OCC)C (ethyl 6-(azidomethyl)-5-(2,4-dichlorophenyl)-7-methylimidazo[1,2-a]pyrimidine-2-carboxylate). Isolated yield 99.1%. RXN SMILES: Cl[CH2:2][C:3]1[C:4]([CH3:25])=[N:5][C:6]2[N:7]([CH:17]=[C:18]([C:20]([O:22][CH2:23][CH3:24])=[O:21])[N:19]=2)[C:8]=1[C:9]1[CH:14]=[CH:13][C:12]([Cl:15])=[CH:11][C:10]=1[Cl:16].[N-:26]=[N+:27]=[N-:28].[Na+]>CN(C=O)C.CCOC(C)=O>[N:26]([CH2:2][C:3]1[C:4]([CH3:25])=[N:5][C:6]2[N:7]([CH:17]=[C:18]([C:20]([O:22][CH2:23][CH3:24])=[O:21])[N:19]=2)[C:8]=1[C:9]1[CH:14]=[CH:13][C:12]([Cl:15])=[CH:11][C:10]=1[Cl:16])=[N+:27]=[N-:28] |f:1.2|. Procedure: To a stirred solution of crude ethyl 6-(chloromethyl)-5-(2,4-dichlorophenyl)-7-methylimidazo[1,2-a]pyrimidine-2-carboxylate (448 mg, 1.12 mmol) in DMF (5 mL) was added NaN3 (110 mg, 1.69 mmol). The reaction was heated to 50° C. for 1 h. After cooling, the reaction was diluted with EtOAc and extracted with H2O and brine before drying over MgSO4. Filtration and concentration under reduced pressure gave ethyl 6-(azidomethyl)-5-(2,4-dichlorophenyl)-7-methylimidazo[1,2-a]pyrimidine-2-carboxylate (450... The reactants are ClC1=C(C(=O)O)C=C(C(=N1)Cl)F (2,6-dichloro-5-fluoronicotinic acid), C(C)(C)NC(C)C (diisopropylamine), CN(C)C=O (DMF), Cl (HCl), C(CCC)[Li] (n-butyllithium). The solvent is C1CCOC1 (THF), C1CCOC1 (THF). Reaction conditions: time 30 minute. The product is ClC1=NC(=C(C2=C1C(OC2O)=O)F)Cl (4,6-Dichloro-7-fluoro-1-hydroxyfuro[3,4-c]pyridin-3(1H)-one). Yield: 79.7%. RXN SMILES: C(NC(C)C)(C)C.C([Li])CCC.[Cl:13][C:14]1[N:22]=[C:21]([Cl:23])[C:20]([F:24])=[CH:19][C:15]=1[C:16]([OH:18])=[O:17].CN([CH:28]=[O:29])C.Cl>C1COCC1>[Cl:13][C:14]1[C:15]2[C:16](=[O:18])[O:17][CH:28]([OH:29])[C:19]=2[C:20]([F:24])=[C:21]([Cl:23])[N:22]=1. Reported procedure: To a solution of diisopropylamine (96 g, 0.94 mol) in THF (800 mL) was slowly added n-butyllithium (379 mL, 0.95 mol, 2.5 M) at −78° C. The mixture was stirred at the same temperature for 30 minutes. To the mixture was added 2,6-dichloro-5-fluoronicotinic acid (90 g, 0.43 mol) in THF (500 mL). The solution was stirred for an additional 2 h. To the mixture was added DMF (154 mL, 1.94 mol) dropwise, The mixture was stirred for 1 h, after which 2N HCl (1.54 L) (pH<1) was introduced. The mixture was... Starting materials: ClCCl, O=Cc1ccc(F)cc1F, CC(C)(C)OC(=O)N1CCNCC1, O. The product is CC(C)(C)OC(=O)N1CCN(Cc2ccc(F)cc2F)CC1. As a reaction SMILES: [Cl:25][CH2:26][Cl:27].[F:1][c:2]1[c:3]([CH:4]=[O:5])[cH:6][cH:7][c:8]([F:10])[cH:9]1.[N:11]1([C:17](=[O:18])[O:19][C:20]([CH3:21])([CH3:22])[CH3:23])[CH2:12][CH2:13][NH:14][CH2:15][CH2:16]1.[OH2:24]>>[F:1][c:2]1[c:3]([CH2:4][N:14]2[CH2:13][CH2:12][N:11]([C:17](=[O:18])[O:19][C:20]([CH3:21])([CH3:22])[CH3:23])[CH2:16][CH2:15]2)[cH:6][cH:7][c:8]([F:10])[cH:9]1. Reactants: CC=1NC=CN1 (2-methylimidazole), FC1=CC=C(C(CBr)=O)C=C1 (4-fluorophenacyl bromide). Run in C(C)(=O)OCC (ethyl acetate), O (water), C(C)(=O)OCC (ethyl acetate). Yields the product FC1=CC=C(C=C1)C(CN1C(=NC=C1)C)=O (1-(4-fluorophenyl)-2-(2-methylimidazol-1-yl)ethanone). Yield: 42.3%. Reaction SMILES: [CH3:1][C:2]1[NH:3][CH:4]=[CH:5][N:6]=1.[F:7][C:8]1[CH:17]=[CH:16][C:11]([C:12](=[O:15])[CH2:13]Br)=[CH:10][CH:9]=1>C(OCC)(=O)C.O>[F:7][C:8]1[CH:17]=[CH:16][C:11]([C:12](=[O:15])[CH2:13][N:3]2[CH:4]=[CH:5][N:6]=[C:2]2[CH3:1])=[CH:10][CH:9]=1. Procedure: A mixture of 2-methylimidazole (8.0 g, 97.5 mmol) and 4-fluorophenacyl bromide (21.16 g, 97.5 mmol) dissolved in ethyl acetate (40 ml) at ambient temperature was treated with tiethylamine (16.4 ml, 117 mmol) and the cloudy mixture heated at reflux for 16 hours. The mixture was cooled to ambient temperature and diluted with ethyl acetate and water, washed with water and brine, dried and evaporated to dryness. The residue was recrystallised (3×) from dichloromethane/methanol/isohexane to give 1-(4...